From a dataset of the Open Reaction Database (ORD), a public repository of structured organic reaction records. describe an organic reaction: reactants, conditions, products, and yield Reactants: N=1N=C(NC1)C1=C(C=CC=C1)C(=O)N1CC2C(C1)CN(C2)C(=O)OC(C)(C)C (tert-Butyl 5-{[2-(4H-1,2,4-triazol-3-yl)phenyl]carbonyl}hexahydropyrrolo[3,4-c]pyrrole-2(1H)-carboxylate), CC1=NC(=NC(=C1)C)N1CC2CNCC2C1 (2-(4,6-dimethylpyrimidin-2-yl)octahydropyrrolo[3,4-c]pyrrole), C(C)(C)(C)OC(=O)N1CC2CNCC2C1 (hexahydro-pyrrolo[3,4-c]pyrrole-2-carboxylic acid tert-butyl ester), CC1=NOC(=N1)C1=C(C(=O)O)C=CC=C1 (2-(3-methyl-1,2,4-oxadiazol-5-yl)benzoic acid), N=1N=C(NC1)C1=C(C(=O)O)C=CC=C1 (2-(4H-[1,2,4]triazol-3-yl)benzoic acid). Yields the product CC1=NC(=NC(=C1)C)N1CC2CN(CC2C1)C(=O)C1=C(C=CC=C1)C1=NC(=NO1)C (2-(4,6-Dimethylpyrimidin-2-yl)-5-{[2-(3-methyl-1,2,4-oxadiazol-5-yl)phenyl]carbonyl}octahydropyrrolo[3,4-c]pyrrole). As a reaction SMILES: N1N=C(C2C=CC=CC=2C(N2CC3CN(C(OC(C)(C)C)=O)CC3C2)=O)NC=1.[CH3:29][C:30]1[CH:35]=[C:34]([CH3:36])[N:33]=[C:32]([N:37]2[CH2:44][CH:43]3[CH:39]([CH2:40][NH:41][CH2:42]3)[CH2:38]2)[N:31]=1.C(OC(N1CC2C(CNC2)C1)=O)(C)(C)C.[CH3:60][C:61]1[N:65]=[C:64]([C:66]2[CH:74]=[CH:73][CH:72]=[CH:71][C:67]=2[C:68](O)=[O:69])[O:63][N:62]=1.N1N=C(C2C=CC=CC=2C(O)=O)NC=1>>[CH3:29][C:30]1[CH:35]=[C:34]([CH3:36])[N:33]=[C:32]([N:37]2[CH2:44][CH:43]3[CH:39]([CH2:40][N:41]([C:68]([C:67]4[CH:71]=[CH:72][CH:73]=[CH:74][C:66]=4[C:64]4[O:63][N:62]=[C:61]([CH3:60])[N:65]=4)=[O:69])[CH2:42]3)[CH2:38]2)[N:31]=1. Reported procedure: The title compound was prepared in a manner analogous to Intermediate 59 substituting Intermediate 23 for Intermediate 15 and 2-(3-methyl-1,2,4-oxadiazol-5-yl)benzoic acid for 2-(4H-[1,2,4]triazol-3-yl)benzoic acid. MS (ESI) mass calculated for C22H24N6O2, 404.48; m/z found, 405.2. 1H NMR (500 MHz, CDCl3): 8.10 (dd, J=7.9 Hz, 0.9 Hz, 1H), 7.62 (td, J=7.6 Hz, 1.2 Hz, 1H), 7.53 (td, J=7.7 Hz, 1.3 Hz, 1H), 7.42 (dd, J=7.6 Hz, 1.0 Hz, 1H), 6.28 (s, 1H), 3.99-3.88 (m, 2H), 3.80-3.75 (m, 1H), 3.74-3.6... Starting materials: CN(C)C=O (DMF), C1(=CC=C(C=C1)S(=O)(=O)O)C.OCC1(COC1)C (3-hydroxymethyl-3-methyloxetane p-toluenesulfonate), CN(C)C=O (DMF), C(CCCO)O (butane-1,4-diol), [H][H] (hydrogen), sulfonate, [H-].[Na+] (Sodium hydride). Run in hexanes. Conditions: temperature 100 celsius, time 30 minute. Yields the product CC1(COC1)COCCCCOCC1(COC1)C (1,4-bis-[(3-methyl-3-oxetanyl)methyloxy]-butane). The yield is 84.0%. RXN SMILES: [H-].[Na+].[CH2:3]([OH:8])[CH2:4][CH2:5][CH2:6][OH:7].[H][H].[C:11]1([CH3:21])[CH:16]=CC(S(O)(=O)=O)=C[CH:12]=1.O[CH2:23][C:24]1([CH3:28])[CH2:27][O:26][CH2:25]1.CN([CH:32]=[O:33])C>>[CH3:23][C:24]1([CH2:28][O:7][CH2:6][CH2:5][CH2:4][CH2:3][O:8][CH2:12][C:11]2([CH3:21])[CH2:32][O:33][CH2:16]2)[CH2:27][O:26][CH2:25]1 |f:0.1,4.5|. Procedure: Sodium hydride (50% dispersion in mineral oil, 29.25 g, 0.609 mol) was washed twice with hexanes and was suspended in 350 mL of DMF. Then, butane-1,4-diol (26.15 g, 0.290 mol) was added dropwise over 20 min while hydrogen gas was evolved and a beige solid precipitated. The mixture was stirred for 30 min and a solution of 3-hydroxymethyl-3-methyloxetane p-toluenesulfonate (148.58 g, 0.58 mol) in 200 mL of DMF was added. The mixture was heated to 60° C. for 24 h and 100° C. for 6 h when 1H NMR ana... The reactants are CC(C)(C)OC(=O)CNC(=O)C1=C(O)C(C)(C)c2cc(Br)ccc2C1=O, C1CCOC1, CCN(C(C)C)C(C)C, CCOC(C)=O, [Cu]I, C#Cc1ccccc1. Yields the product CC(C)(C)OC(=O)CNC(=O)C1=C(O)C(C)(C)c2cc(C#Cc3ccccc3)ccc2C1=O. As a reaction SMILES: [Br:1][c:2]1[cH:3][cH:4][c:5]2[c:10]([cH:11]1)[C:9]([CH3:12])([CH3:13])[C:8]([OH:14])=[C:7]([C:15](=[O:16])[NH:17][CH2:18][C:19](=[O:20])[O:21][C:22]([CH3:23])([CH3:24])[CH3:25])[C:6]2=[O:26].[CH2:27]1[O:28][CH2:29][CH2:30][CH2:31]1.[CH2:32]([N:33]([CH:34]([CH3:35])[CH3:36])[CH:37]([CH3:38])[CH3:39])[CH3:40].[CH3:49][CH2:50][O:51][C:52]([CH3:53])=[O:54].[Cu:55][I:56].[c:41]1([C:47]#[CH:48])[cH:42][cH:43][cH:44][cH:45][cH:46]1>>[c:2]1([C:48]#[C:47][c:41]2[cH:42][cH:43][cH:44][cH:45][cH:46]2)[cH:3][cH:4][c:5]2[c:10]([cH:11]1)[C:9]([CH3:12])([CH3:13])[C:8]([OH:14])=[C:7]([C:15](=[O:16])[NH:17][CH2:18][C:19](=[O:20])[O:21][C:22]([CH3:23])([CH3:24])[CH3:25])[C:6]2=[O:26]. Starting materials: [OH-].[Na+] (sodium hydroxide), COC(C1=CC=C(C=C1)C(C1=C(C=CC=C1)C1CCCCC1)NC(=O)NC1=CC(=CC(=C1)C(F)(F)F)OC)=O (4-[1-(Cyclohexylphenyl)-3-(3-methoxy-5-trifluoromethylphenyl)ureidomethyl]benzoic acid methyl ester), C(C)(=O)OCC (ethyl acetate). The solvent is C(C)O (ethanol). Conditions: time 16 hour. The product is C1(CCCCC1)C1=C(C=CC=C1)C(C1=CC=C(C(=O)O)C=C1)NC(=O)NC1=CC(=CC(=C1)C(F)(F)F)OC (4-[1-(cyclohexylphenyl)-3-(3-methoxy-5-trifluoromethylphenyl)ureidomethyl]benzoic acid). Yield: 62.6%. As a reaction SMILES: C[O:2][C:3](=[O:39])[C:4]1[CH:9]=[CH:8][C:7]([CH:10]([NH:23][C:24]([NH:26][C:27]2[CH:32]=[C:31]([C:33]([F:36])([F:35])[F:34])[CH:30]=[C:29]([O:37][CH3:38])[CH:28]=2)=[O:25])[C:11]2[CH:16]=[CH:15][CH:14]=[CH:13][C:12]=2[CH:17]2[CH2:22][CH2:21][CH2:20][CH2:19][CH2:18]2)=[CH:6][CH:5]=1.[OH-].[Na+].C(OCC)(=O)C>C(O)C>[CH:17]1([C:12]2[CH:13]=[CH:14][CH:15]=[CH:16][C:11]=2[CH:10]([NH:23][C:24]([NH:26][C:27]2[CH:32]=[C:31]([C:33]([F:35])([F:36])[F:34])[CH:30]=[C:29]([O:37][CH3:38])[CH:28]=2)=[O:25])[C:7]2[CH:6]=[CH:5][C:4]([C:3]([OH:39])=[O:2])=[CH:9][CH:8]=2)[CH2:22][CH2:21][CH2:20][CH2:19][CH2:18]1 |f:1.2|. Procedure: 4-[1-(Cyclohexylphenyl)-3-(3-methoxy-5-trifluoromethylphenyl)ureidomethyl]benzoic acid methyl ester (3.0 g) was dissolved in absolute ethanol (50 mL), sodium hydroxide (4 N, 15 mL) was added and the reaction mixture was stirred at room temperature for 16 hours. The organic solvent was removed in vacuo, and additional water (50 mL) was added, pH was adjusted with hydrochloric acid (4 N) to acidic reaction and then ethyl acetate (200 mL) was added. The organic phase was washed with water (5×50 mL)... Starting materials: C1C(CC2CCCCCC12)N1CCC2(C(CCN2C2=CC=CC=C2)O)CC1 (8-(decahydro-azulen-2-yl)-1-phenyl-1,8-diaza-spiro[4.5]decan-4-ol), C(\C=C\C(=O)[O-])(=O)[O-] (fumarate), C(\C=C\C(=O)O)(=O)O (fumaric acid). Solvent: C(C)OCC (diethyl ether). Yields the product C(\C=C\C(=O)O)(=O)O.C1C(CC2CCCCCC12)N1CCC2(C(CCN2C2=CC=CC=C2)OC)CC1 (8-(Decahydro-azulen-2-yl)-4-methoxy-1-phenyl-1,8-diaza-spiro[4.5]decane fumarate). Reaction SMILES: [CH2:1]1[CH:10]2[CH:4]([CH2:5][CH2:6][CH2:7][CH2:8][CH2:9]2)[CH2:3][CH:2]1[N:11]1[CH2:27][CH2:26][C:14]2([N:18]([C:19]3[CH:24]=[CH:23][CH:22]=[CH:21][CH:20]=3)[CH2:17][CH2:16][CH:15]2[OH:25])[CH2:13][CH2:12]1.[C:28]([O-:35])(=[O:34])/[CH:29]=[CH:30]/[C:31]([O-:33])=[O:32].[C:36](O)(=O)/C=C/C(O)=O>C(OCC)C>[C:28]([OH:35])(=[O:34])/[CH:29]=[CH:30]/[C:31]([OH:33])=[O:32].[CH2:1]1[CH:10]2[CH:4]([CH2:5][CH2:6][CH2:7][CH2:8][CH2:9]2)[CH2:3][CH:2]1[N:11]1[CH2:27][CH2:26][C:14]2([N:18]([C:19]3[CH:24]=[CH:23][CH:22]=[CH:21][CH:20]=3)[CH2:17][CH2:16][CH:15]2[O:25][CH3:36])[CH2:13][CH2:12]1 |f:4.5|. Procedure details: Methylation of 8-(decahydro-azulen-2-yl)-1-phenyl-1,8-diaza-spiro[4.5]decan-4-ol (mixture of diastereoisomers) according to the general method of example 31 and formation of the fumarate with fumaric acid in diethyl ether yielded the title compound, white solid, m.p. 260° C. (dec.) and MS: m/e=383.3 (M+H+).